Dataset: the Open Reaction Database (ORD), a public repository of structured organic reaction records. Task: describe an organic reaction: reactants, conditions, products, and yield Reactants: C(C)OCCOCCO (diethylene glycol monoethyl ether), C(C1=CC=CC=C1)OC1=C2CCCC(C2=CC=C1)C(=O)N(CC=1C=NNC1)C=1C=NC(=CC1)C(C)C (5-benzyloxy-N-(6-isopropylpyridin-3-yl)-N-[(pyrazol-4-yl)methyl]-1,2,3,4-tetrahydronaphthalene-1-carboxamide). The product is C(C1=CC=CC=C1)OC1=C2CCCC(C2=CC=C1)C(=O)N(C=1C=NC(=CC1)C(C)C)CC=1C=NN(C1)CCOCCOC (5-benzyloxy-N-({1-[2-(2-methoxyethoxy)ethyl]pyrazol-4-yl}methyl)-N-(6-isopropylpyridin-3-yl)-1,2,3,4-tetrahydronaphthalene-1-carboxamide). Reaction SMILES: [CH2:1]([O:3][CH2:4][CH2:5][O:6][CH2:7][CH2:8]O)C.[CH2:10]([O:17][C:18]1[CH:27]=[CH:26][CH:25]=[C:24]2[C:19]=1[CH2:20][CH2:21][CH2:22][CH:23]2[C:28]([N:30]([C:37]1[CH:38]=[N:39][C:40]([CH:43]([CH3:45])[CH3:44])=[CH:41][CH:42]=1)[CH2:31][C:32]1[CH:33]=[N:34][NH:35][CH:36]=1)=[O:29])[C:11]1[CH:16]=[CH:15][CH:14]=[CH:13][CH:12]=1>>[CH2:10]([O:17][C:18]1[CH:27]=[CH:26][CH:25]=[C:24]2[C:19]=1[CH2:20][CH2:21][CH2:22][CH:23]2[C:28]([N:30]([CH2:31][C:32]1[CH:33]=[N:34][N:35]([CH2:8][CH2:7][O:6][CH2:5][CH2:4][O:3][CH3:1])[CH:36]=1)[C:37]1[CH:38]=[N:39][C:40]([CH:43]([CH3:45])[CH3:44])=[CH:41][CH:42]=1)=[O:29])[C:11]1[CH:12]=[CH:13][CH:14]=[CH:15][CH:16]=1. Reported procedure: By the reaction and treatment of diethylene glycol monoethyl ether (1.5 mL) and 5-benzyloxy-N-(6-isopropylpyridin-3-yl)-N-[(pyrazol-4-yl)methyl]-1,2,3,4-tetrahydronaphthalene-1-carboxamide (0.72 g) in the same manner as in Example 394, 5-benzyloxy-N-({1-[2-(2-methoxyethoxy)ethyl]pyrazol-4-yl}methyl)-N-(6-isopropylpyridin-3-yl)-1,2,3,4-tetrahydronaphthalene-1-carboxamide (0.89 g) was obtained. Starting materials: CCO, [H][H], CC(=O)N1CCCOc2cc([N+](=O)[O-])ccc21. Product: CC(=O)N1CCCOc2cc(N)ccc21. As a reaction SMILES: [CH3:20][CH2:21][OH:22].[H:18][H:19].[N+:1]([O-:2])(=[O:3])[c:4]1[cH:5][c:6]2[c:7]([cH:16][cH:17]1)[N:8]([C:13]([CH3:14])=[O:15])[CH2:9][CH2:10][CH2:11][O:12]2>>[NH2:1][c:4]1[cH:5][c:6]2[c:7]([cH:16][cH:17]1)[N:8]([C:13]([CH3:14])=[O:15])[CH2:9][CH2:10][CH2:11][O:12]2. Starting materials: CCOCC, CCC[Mg+], ClCCl, CCc1sc(C=O)cc1C(Nc1ccc(C(=O)OC)cc1)C1CCCCC1, [Cl-], [Cl-], [NH4+], [Na+], [Na+], C1CCOC1, O=S([O-])[O-]. Product: CCCC(=O)c1cc(C(Nc2ccc(C(=O)OC)cc2)C2CCCCC2)c(CC)s1. As a reaction SMILES: [CH2:28]([O:29][CH2:30][CH3:31])[CH3:32].[CH2:34]([CH2:35][CH3:36])[Mg+:37].[CH2:51]([Cl:52])[Cl:53].[CH:1]1([CH:7]([c:8]2[c:9]([CH2:15][CH3:16])[s:10][c:11]([CH:13]=[O:14])[cH:12]2)[NH:17][c:18]2[cH:19][cH:20][c:21]([C:22](=[O:23])[O:24][CH3:25])[cH:26][cH:27]2)[CH2:2][CH2:3][CH2:4][CH2:5][CH2:6]1.[Cl-:33].[Cl-:38].[NH4+:39].[Na+:44].[Na+:45].[O:46]1[CH2:47][CH2:48][CH2:49][CH2:50]1.[S:40]([O-:41])([O-:42])=[O:43]>>[CH:1]1([CH:7]([c:8]2[c:9]([CH2:15][CH3:16])[s:10][c:11]([C:13](=[O:14])[CH2:34][CH2:35][CH3:36])[cH:12]2)[NH:17][c:18]2[cH:19][cH:20][c:21]([C:22](=[O:23])[O:24][CH3:25])[cH:26][cH:27]2)[CH2:2][CH2:3][CH2:4][CH2:5][CH2:6]1. Reactants: CCOC(C)=O, CCCCCC, C[Si](C)(C)CCOCn1cc(-c2ccccn2)nc1C(O)c1cn(Cc2ccc(Cl)cc2)c2ccccc12, ClCCl, O=[Mn]=O. The product is C[Si](C)(C)CCOCn1cc(-c2ccccn2)nc1C(=O)c1cn(Cc2ccc(Cl)cc2)c2ccccc12. As a reaction SMILES: [C:39]([O:40][CH2:41][CH3:42])(=[O:43])[CH3:44].[CH3:45][CH2:46][CH2:47][CH2:48][CH2:49][CH3:50].[Cl:1][c:2]1[cH:3][cH:4][c:5]([CH2:6][n:7]2[cH:8][c:9]([CH:16]([OH:17])[c:18]3[n:19]([CH2:29][O:30][CH2:31][CH2:32][Si:33]([CH3:34])([CH3:35])[CH3:36])[cH:20][c:21](-[c:23]4[n:24][cH:25][cH:26][cH:27][cH:28]4)[n:22]3)[c:10]3[cH:11][cH:12][cH:13][cH:14][c:15]23)[cH:37][cH:38]1.[Cl:51][CH2:52][Cl:53].[O:54]=[Mn:55]=[O:56]>>[Cl:1][c:2]1[cH:3][cH:4][c:5]([CH2:6][n:7]2[cH:8][c:9]([C:16](=[O:17])[c:18]3[n:19]([CH2:29][O:30][CH2:31][CH2:32][Si:33]([CH3:34])([CH3:35])[CH3:36])[cH:20][c:21](-[c:23]4[n:24][cH:25][cH:26][cH:27][cH:28]4)[n:22]3)[c:10]3[cH:11][cH:12][cH:13][cH:14][c:15]23)[cH:37][cH:38]1. The solvent is C(=O)O (formic acid). Procedure: The 3-nitro-2-pyridinesulfenyl chloride was added to a solution of 2-aminoethanethiol (4.1 grams, 36.19 mmol) in 230 mL of 90% formic acid. The solution was vigorously stirred for one hour. The resulting precipitate was removed by filtration, and a large volume of diethylether was added to the supernatant. The precipitate was collected, dissolved in warm methanol, and reprecipitated with diethyl ether. 3-Nitro-2-pyridinesulfenyl-ethylamine was obtained in 68% overall yield. Product: [N+](=O)([O-])C=1C(=NC=CC1)SCCN (3-Nitro-2-pyridinesulfenyl-ethylamine). Reactants: [N+](=O)([O-])C=1C(=NC=CC1)SCl (3-nitro-2-pyridinesulfenyl chloride), NCCS (2-aminoethanethiol). Conditions: time 1 hour. RXN SMILES: [N+:1]([C:4]1[C:5]([S:10]Cl)=[N:6][CH:7]=[CH:8][CH:9]=1)([O-:3])=[O:2].[NH2:12][CH2:13][CH2:14]S>C(O)=O>[N+:1]([C:4]1[C:5]([S:10][CH2:14][CH2:13][NH2:12])=[N:6][CH:7]=[CH:8][CH:9]=1)([O-:3])=[O:2]. The reactants are C(C)(C)(C)OC(NC1(CCC1)C1=CC=C(C=C1)C1=C(OC2=C(C(=CC=C2C1=O)N)NC)C1=CC=CC=C1)=O ({1-[4-(7-amino-8-methylamino-4-oxo-2-phenyl-4H-chromen-3-yl)-phenyl]-cyclobutyl}-carbamic acid tert-butyl ester), COC(OC)OC (trimethylorthoformate), II (iodine). The solvent is C(C)#N (acetonitrile). Reaction conditions: time 1 hour. Yields the product C(C)(C)(C)OC(NC1(CCC1)C1=CC=C(C=C1)C1=C(OC2=C(C1=O)C=CC=1N=CN(C12)C)C1=CC=CC=C1)=O ({1-[4-(1-Methyl-6-oxo-8-phenyl-1,6-dihydro-chromeno[7,8-d]imidazol-7-yl)-phenyl]-cyclobutyl}-carbamic acid tert-butyl ester). Isolated yield 67.6%. Reaction SMILES: [C:1]([O:5][C:6](=[O:38])[NH:7][C:8]1([C:12]2[CH:17]=[CH:16][C:15]([C:18]3[C:27](=[O:28])[C:26]4[C:21](=[C:22]([NH:30][CH3:31])[C:23]([NH2:29])=[CH:24][CH:25]=4)[O:20][C:19]=3[C:32]3[CH:37]=[CH:36][CH:35]=[CH:34][CH:33]=3)=[CH:14][CH:13]=2)[CH2:11][CH2:10][CH2:9]1)([CH3:4])([CH3:3])[CH3:2].[CH3:39]OC(OC)OC.II>C(#N)C>[C:1]([O:5][C:6](=[O:38])[NH:7][C:8]1([C:12]2[CH:13]=[CH:14][C:15]([C:18]3[C:27](=[O:28])[C:26]4[CH:25]=[CH:24][C:23]5[N:29]=[CH:31][N:30]([CH3:39])[C:22]=5[C:21]=4[O:20][C:19]=3[C:32]3[CH:37]=[CH:36][CH:35]=[CH:34][CH:33]=3)=[CH:16][CH:17]=2)[CH2:9][CH2:10][CH2:11]1)([CH3:4])([CH3:2])[CH3:3]. Reported procedure: To a stirred solution of {1-[4-(7-amino-8-methylamino-4-oxo-2-phenyl-4H-chromen-3-yl)-phenyl]-cyclobutyl}-carbamic acid tert-butyl ester (95 mg, 0.19 mmol) in acetonitrile (3 mL) was added trimethylorthoformate (24 μL, 0.22 mmol) and iodine (5 mg, 0.02 mmol) at RT. After 1 hour, the reaction mixture was quenched with Na2S2O3. The resulting mixture was extracted with ethyl acetate (2×30 mL) and the combined organics washed with brine, dried (Na2SO4) and the solvents were removed in vacuo. The res... Starting materials: BrC1=C2N=C(C(NC2=CC(=C1)C(F)(F)F)=O)N (5-bromo-7-trifluoromethyl-3-aminoquinoxalin-2(1H)-one), Cl.NO (hydroxylamine hydrochloride), O (H2O). The solvent is C(CCC)O (1-butanol). Reaction conditions: temperature 25 celsius. Yields the product BrC1=C2NC(C(NC2=CC(=C1)C(F)(F)F)=O)=NO (5-bromo-7-trifluoromethyl-3-(hydroxyimino)-1,4-dihydroquinoxalin-2-one). Yield: 86.1%. As a reaction SMILES: [Br:1][C:2]1[CH:11]=[C:10]([C:12]([F:15])([F:14])[F:13])[CH:9]=[C:8]2[C:3]=1[N:4]=[C:5]([NH2:17])[C:6](=[O:16])[NH:7]2.Cl.N[OH:20].O>C(O)CCC>[Br:1][C:2]1[CH:11]=[C:10]([C:12]([F:14])([F:15])[F:13])[CH:9]=[C:8]2[C:3]=1[NH:4][C:5](=[N:17][OH:20])[C:6](=[O:16])[NH:7]2 |f:1.2|. Procedure details: An adaptation of the method of Harsanyi et al., Liebigs Ann. Chem. 190 (1973) was used. A mixture of 5-bromo-7-trifluoromethyl-3-aminoquinoxalin-2(1H)-one (75 mg, 0.24 mmol) and hydroxylamine hydrochloride (38 mg, 0.54 mmol; Aldrich Co.) in 3 mL of 1-butanol was heated to reflux. The resulting suspension was stirred under reflux for 12 h. The resulting suspension was cooled to 25° C., and H2O was added (6 mL). A pale yellow precipitate appeared. The mixture was vacuum filtered and the solid was ...